From a dataset of the Open Reaction Database (ORD), a public repository of structured organic reaction records. describe an organic reaction: reactants, conditions, products, and yield Reactants: CS(=O)(=O)Cl, ClCCl, Cc1ccccc1C(=O)Nc1ccc(C(=O)N2CCCC(O)c3ccccc32)cc1, c1ccncc1. The product is Cc1ccccc1C(=O)Nc1ccc(C(=O)N2CCCC(Cl)c3ccccc32)cc1. As a reaction SMILES: [CH3:31][S:32]([Cl:33])(=[O:34])=[O:35].[Cl:36][CH2:37][Cl:38].[OH:1][CH:2]1[CH2:3][CH2:4][CH2:5][N:6]([C:13]([c:14]2[cH:15][cH:16][c:17]([NH:20][C:21]([c:22]3[c:23]([CH3:28])[cH:24][cH:25][cH:26][cH:27]3)=[O:29])[cH:18][cH:19]2)=[O:30])[c:7]2[c:8]1[cH:9][cH:10][cH:11][cH:12]2.[cH:39]1[cH:40][cH:41][n:42][cH:43][cH:44]1>>[CH:2]1([Cl:33])[CH2:3][CH2:4][CH2:5][N:6]([C:13]([c:14]2[cH:15][cH:16][c:17]([NH:20][C:21]([c:22]3[c:23]([CH3:28])[cH:24][cH:25][cH:26][cH:27]3)=[O:29])[cH:18][cH:19]2)=[O:30])[c:7]2[c:8]1[cH:9][cH:10][cH:11][cH:12]2. Starting materials: COc1ccccc1Oc1c(NS(=O)(=O)c2ccc(C)cn2)nc(-c2ccnc(C(=O)O)c2)nc1OC, CN1CCOCC1, COc1nc(Cl)nc(OC)n1, CN(C)C=O. Yields the product CNC(=O)c1cc(-c2nc(NS(=O)(=O)c3ccc(C)cn3)c(Oc3ccccc3OC)c(OC)n2)ccn1. RXN SMILES: [CH3:1][O:2][c:3]1[n:4][c:5](-[c:29]2[cH:30][c:31]([C:35](=[O:36])[OH:37])[n:32][cH:33][cH:34]2)[n:6][c:7]([NH:18][S:19](=[O:20])(=[O:21])[c:22]2[n:23][cH:24][c:25]([CH3:28])[cH:26][cH:27]2)[c:8]1[O:9][c:10]1[c:11]([O:16][CH3:17])[cH:12][cH:13][cH:14][cH:15]1.[CH3:38][N:39]1[CH2:40][CH2:41][O:42][CH2:43][CH2:44]1.[Cl:45][c:46]1[n:47][c:48]([O:49][CH3:50])[n:51][c:52]([O:53][CH3:54])[n:55]1.[O:56]=[CH:57][N:58]([CH3:59])[CH3:60]>>[CH3:1][O:2][c:3]1[n:4][c:5](-[c:29]2[cH:30][c:31]([C:35](=[O:37])[NH:39][CH3:38])[n:32][cH:33][cH:34]2)[n:6][c:7]([NH:18][S:19](=[O:20])(=[O:21])[c:22]2[n:23][cH:24][c:25]([CH3:28])[cH:26][cH:27]2)[c:8]1[O:9][c:10]1[c:11]([O:16][CH3:17])[cH:12][cH:13][cH:14][cH:15]1. Starting materials: [N+](=O)([O-])C1=C(N)C=CC=C1 (o-Nitroaniline), [OH-].[Na+] (sodium hydroxide), N(=O)[O-].[Na+] (sodium nitrite), diazonium, C1(=CC=CC=C1)O (phenol). The solvent is Cl (hydrochloric acid). Conditions: time 1 hour. Yields the product N=1N(N=C2C1C=CC=C2)C2=CC=C(C=C2)O (p-(2H-benzotriazol-2-yl)phenol). Isolated yield 90.0%. RXN SMILES: [N+:1]([C:4]1[CH:10]=[CH:9][CH:8]=[CH:7][C:5]=1[NH2:6])([O-])=O.[N:11]([O-])=O.[Na+].[C:15]1([OH:21])[CH:20]=[CH:19][CH:18]=[CH:17][CH:16]=1.[OH-].[Na+]>Cl>[N:1]1[N:11]([C:18]2[CH:19]=[CH:20][C:15]([OH:21])=[CH:16][CH:17]=2)[N:6]=[C:5]2[CH:7]=[CH:8][CH:9]=[CH:10][C:4]=12 |f:1.2,4.5|. Reported procedure: o-Nitroaniline (0.5 mole) was diazotized in the usual manner with concentrated hydrochloric acid (200 ml.) and sodium nitrite (0.5 mole). The clear diazonium solution was added slowly to a cold solution (0-5° C.) of phenol (0.5 mole) in 450 ml. of 10% sodium hydroxide. The mixture was stirred for 1 hour and compound A filtered out (60% yield). One-tenth mole of compound A was dissolved in 100 ml. of 2N NaOH. Zinc dust (30 g.) and sodium hydroxide (50 ml. of a 25% solution) were added slowly to t... Reactants: C[S+](C)(C)=O, CON(C)C(=O)C=Cc1ccccc1Cl, [H-], [I-], [Na+], CN(C)C=O. The product is CON(C)C(=O)C1CC1c1ccccc1Cl. As a reaction SMILES: [CH3:4][S+:5]([CH3:6])([CH3:7])=[O:8].[Cl:9][c:10]1[c:11]([CH:16]=[CH:17][C:18](=[O:19])[N:20]([CH3:21])[O:22][CH3:23])[cH:12][cH:13][cH:14][cH:15]1.[H-:2].[I-:3].[Na+:1].[O:24]=[CH:25][N:26]([CH3:27])[CH3:28]>>[CH2:4]1[CH:16]([c:11]2[c:10]([Cl:9])[cH:15][cH:14][cH:13][cH:12]2)[CH:17]1[C:18](=[O:19])[N:20]([CH3:21])[O:22][CH3:23]. Reactants: C(C)NC(=S)N (N-ethyl-thiourea), C=C1CC(=O)O1 (diketene). Run in C(C)(=O)O (acetic acid). The product is C(C)N1C(=NC(C=C1C)=O)S (1-ethyl-1,4-dihydro-2-mercapto-6-methyl-4-oxo-pyrimidine). As a reaction SMILES: [CH2:1]([NH:3][C:4]([NH2:6])=[S:5])[CH3:2].[CH2:7]=[C:8]1O[C:10](=[O:11])[CH2:9]1>C(O)(=O)C>[CH2:1]([N:3]1[C:8]([CH3:7])=[CH:9][C:10](=[O:11])[N:6]=[C:4]1[SH:5])[CH3:2]. Procedure: 18 Grams of N-ethyl-thiourea were dissolved in 50 m. of glacial acetic acid, boiled to reflux and treated dropwise with 17.2 g of diketene. The mixture was then boiled at reflux for 20 minutes and subsequently evaporated to 50 ml. While cooling and stirring, the residue was treated with 50 ml of water. The yellowish crystals which precipitated were filtered off under suction and recrystallized from tetrahydrofuran to give 1-ethyl-1,4-dihydro-2-mercapto-6-methyl-4-oxo-pyrimidine; melting point 19... Reactants: BrCCCCBr, Br, O=C([O-])[O-], CCCCO, CC(C)N1CC2N(C(=O)C(N)CN2S(=O)(=O)c2ccc(Cl)cc2Cl)C(Cc2ccc(Cl)cc2)C1=O, [K+], [K+], O. Yields the product CC(C)N1CC2N(C(=O)C(N3CCCC3)CN2S(=O)(=O)c2ccc(Cl)cc2Cl)C(Cc2ccc(Cl)cc2)C1=O. RXN SMILES: [Br:48][CH2:49][CH2:50][CH2:51][CH2:52][Br:53].[BrH:1].[C:42](=[O:43])([O-:44])[O-:45].[CH2:37]([CH2:38][CH2:39][CH3:40])[OH:41].[Cl:2][c:3]1[cH:4][cH:5][c:6]([CH2:7][CH:8]2[C:9](=[O:34])[N:10]([CH:31]([CH3:32])[CH3:33])[CH2:11][CH:12]3[N:13]2[C:14](=[O:30])[CH:15]([NH2:29])[CH2:16][N:17]3[S:18](=[O:19])(=[O:20])[c:21]2[c:22]([Cl:28])[cH:23][c:24]([Cl:27])[cH:25][cH:26]2)[cH:35][cH:36]1.[K+:46].[K+:47].[OH2:54]>>[Cl:2][c:3]1[cH:4][cH:5][c:6]([CH2:7][CH:8]2[C:9](=[O:34])[N:10]([CH:31]([CH3:32])[CH3:33])[CH2:11][CH:12]3[N:13]2[C:14](=[O:30])[CH:15]([N:29]2[CH2:37][CH2:38][CH2:39][CH2:40]2)[CH2:16][N:17]3[S:18](=[O:19])(=[O:20])[c:21]2[c:22]([Cl:28])[cH:23][c:24]([Cl:27])[cH:25][cH:26]2)[cH:35][cH:36]1. Reactants: FC1=C(N)C=C(C(=C1)Cl)OC1CCCCC1 (2-Fluoro-4-chloro-5-cyclohexyloxyaniline), C1(C2=C(C(=O)O1)CCCC2)=O (3,4,5,6-tetrahydrophthalic anhydride), C(C)(=O)O (acetic acid). Solvent: O (water). Product: FC1=C(C=C(C(=C1)Cl)OC1CCCCC1)N1C(C2=C(C1=O)CCCC2)=O (N-(2-fluoro-4-chloro-5-cyclohexyloxyphenyl)-3,4,5,6-tetrahydrophthalimide). Isolated yield 69.7%. Reaction SMILES: [F:1][C:2]1[CH:8]=[C:7]([Cl:9])[C:6]([O:10][CH:11]2[CH2:16][CH2:15][CH2:14][CH2:13][CH2:12]2)=[CH:5][C:3]=1[NH2:4].[C:17]1(=O)[O:22][C:20](=[O:21])[C:19]2[CH2:23][CH2:24][CH2:25][CH2:26][C:18]1=2.C(O)(=O)C>O>[F:1][C:2]1[CH:8]=[C:7]([Cl:9])[C:6]([O:10][CH:11]2[CH2:16][CH2:15][CH2:14][CH2:13][CH2:12]2)=[CH:5][C:3]=1[N:4]1[C:20](=[O:21])[C:19]2[CH2:23][CH2:24][CH2:25][CH2:26][C:18]=2[C:17]1=[O:22]. Procedure: 2-Fluoro-4-chloro-5-cyclohexyloxyaniline (213 mg, 0.874 mmol), 3,4,5,6-tetrahydrophthalic anhydride (134 mg, 0.874 mmol) and acetic acid (10 ml) were charged into a 50 cc round-bottom flask, and heated for 15 hours while refluxing. After completion of the reaction, the reaction solution was cooled to room temperature, water (50 ml) was added thereto, and extracted with ethyl acetate (20 ml×3). The organic layers were combined, washed with water and a saturated aqueous solution of sodium chloride...